This data is from the Open Reaction Database (ORD), a public repository of structured organic reaction records. The task is: describe an organic reaction: reactants, conditions, products, and yield Reactants: CN1CCNCC1, CN(C)C=O, CSc1nn2c(O)cc(CCl)nc2c1S(=O)(=O)c1ccccc1. Product: CSc1nn2c(O)cc(CN3CCN(C)CC3)nc2c1S(=O)(=O)c1ccccc1. As a reaction SMILES: [CH3:1][N:2]1[CH2:3][CH2:4][NH:5][CH2:6][CH2:7]1.[O:31]=[CH:32][N:33]([CH3:34])[CH3:35].[c:8]1([S:14](=[O:15])(=[O:16])[c:17]2[c:18]([S:29][CH3:30])[n:19][n:20]3[c:21]2[n:22][c:23]([CH2:27][Cl:28])[cH:24][c:25]3[OH:26])[cH:9][cH:10][cH:11][cH:12][cH:13]1>>[CH3:1][N:2]1[CH2:3][CH2:4][N:5]([CH2:27][c:23]2[n:22][c:21]3[c:17]([S:14]([c:8]4[cH:9][cH:10][cH:11][cH:12][cH:13]4)(=[O:15])=[O:16])[c:18]([S:29][CH3:30])[n:19][n:20]3[c:25]([OH:26])[cH:24]2)[CH2:6][CH2:7]1.